From a dataset of the Open Reaction Database (ORD), a public repository of structured organic reaction records. describe an organic reaction: reactants, conditions, products, and yield Reactants: NC1=NC(=NC(=N1)SC)C(C)O (1-(4-amino-6-(methylthio)-1,3,5-triazin-2-yl)ethanol), ClC1=C(C=CC=C1)O (2-chlorophenol), C1(=CC=CC=C1)P(C1=CC=CC=C1)C1=CC=CC=C1 (triphenylphosphine), N(=NC(=O)OC(C)C)C(=O)OC(C)C (diisopropyl azodicarboxylate). Solvent: O1CCCC1 (tetrahydrofuran). Conditions: time 80 minute. The product is ClC1=C(OC(C)C2=NC(=NC(=N2)SC)N)C=CC=C1 (4-(1-(2-chlorophenoxy)ethyl)-6-(methylthio)-1,3,5-triazin-2-amine). As a reaction SMILES: [NH2:1][C:2]1[N:7]=[C:6]([S:8][CH3:9])[N:5]=[C:4]([CH:10]([OH:12])[CH3:11])[N:3]=1.[Cl:13][C:14]1[CH:19]=[CH:18][CH:17]=[CH:16][C:15]=1O.C1(P(C2C=CC=CC=2)C2C=CC=CC=2)C=CC=CC=1.N(C(OC(C)C)=O)=NC(OC(C)C)=O>O1CCCC1>[Cl:13][C:14]1[CH:19]=[CH:18][CH:17]=[CH:16][C:15]=1[O:12][CH:10]([C:4]1[N:5]=[C:6]([S:8][CH3:9])[N:7]=[C:2]([NH2:1])[N:3]=1)[CH3:11]. Procedure details: To a solution of 1-(4-amino-6-(methylthio)-1,3,5-triazin-2-yl)ethanol (203 mg) in dry tetrahydrofuran (8 mL) was added 2-chlorophenol (0.122 mL) and triphenylphosphine (314 mg) followed by diisopropyl azodicarboxylate ((0.233 mL) dropwise. The solution was stirred at room temperature for 80 min then was concentrated in vacuo, dissolved in ethyl acetate (40 mL) and washed with 1N sodium hydroxide solution (2×40 mL), dried over sodium sulfate and concentrated to give a yellow oil. Purification by ... Procedure details: To a solution of 4-[4-amino-3-(fluoro)phenoxy]-N-methylpyridine-2-carboxamide (150.0 mg, 0.57 mmol) in anhydrous THF (5.7 mL) was added triphosgene (63 mg, 0.21 mmol, 0.37 eq) and diisopropylethyl amine (0.12 mL, 0.69 mmol, 1.2 eq), and the reaction mixture was stirred at 75° C. After 3 h a solution of 2-aminoquinoxaline (83.3 mg, 0.57 mmol, 1.0 eq) in anhydrous DMF (2.8 mL) was added, and the reaction mixture was stirred at 75° C. for 17 h. The reaction mixture was partitioned between EtOAc and... RXN SMILES: [NH2:1][C:2]1[CH:18]=[CH:17][C:5]([O:6][C:7]2[CH:12]=[CH:11][N:10]=[C:9]([C:13]([NH:15][CH3:16])=[O:14])[CH:8]=2)=[CH:4][C:3]=1[F:19].ClC(Cl)(O[C:24](=[O:30])OC(Cl)(Cl)Cl)Cl.C(N(C(C)C)CC)(C)C.[NH2:41][C:42]1[CH:51]=[N:50][C:49]2[C:44](=[CH:45][CH:46]=[CH:47][CH:48]=2)[N:43]=1>C1COCC1.CN(C=O)C>[F:19][C:3]1[CH:4]=[C:5]([CH:17]=[CH:18][C:2]=1[NH:1][C:24]([NH:41][C:42]1[CH:51]=[N:50][C:49]2[C:44](=[CH:45][CH:46]=[CH:47][CH:48]=2)[N:43]=1)=[O:30])[O:6][C:7]1[CH:12]=[CH:11][N:10]=[C:9]([C:13]([NH:15][CH3:16])=[O:14])[CH:8]=1. The product is FC=1C=C(OC2=CC(=NC=C2)C(=O)NC)C=CC1NC(=O)NC1=NC2=CC=CC=C2N=C1 (4-(3-fluoro-4-{[(quinoxalin-2-ylamino)carbonyl]amino}phenoxy)-N-methyl-pyridine-2-carboxamide). Solvent: CN(C)C=O (DMF), C1CCOC1 (THF). Reaction conditions: temperature 75 celsius. Starting materials: NC1=NC2=CC=CC=C2N=C1 (2-aminoquinoxaline), NC1=C(C=C(OC2=CC(=NC=C2)C(=O)NC)C=C1)F (4-[4-amino-3-(fluoro)phenoxy]-N-methylpyridine-2-carboxamide), ClC(Cl)(OC(OC(Cl)(Cl)Cl)=O)Cl (triphosgene), C(C)(C)N(CC)C(C)C (diisopropylethyl amine). Yield: 27.5%. The reactants are C(C)(C)(C)C=1C=C(C(=S)S)C=C(C1O)C(C)(C)C (3,5-di-t-butyl-4-hydroxydithiobenzoic acid), C=CC1=CC=CC=C1 (styrene). Run in C1(=CC=CC=C1)C (toluene). Product: C(C)(C)(C)C=1C=C(C(=S)SC(C2=CC=CC=C2)C)C=C(C1O)C(C)(C)C (α-methylbenzyl 3,5-di-t-butyl-4-hydroxydithiobenzoate). Reaction SMILES: [C:1]([C:5]1[CH:6]=[C:7]([CH:11]=[C:12]([C:15]([CH3:18])([CH3:17])[CH3:16])[C:13]=1[OH:14])[C:8]([SH:10])=[S:9])([CH3:4])([CH3:3])[CH3:2].[CH2:19]=[CH:20][C:21]1[CH:26]=[CH:25][CH:24]=[CH:23][CH:22]=1>C1(C)C=CC=CC=1>[C:1]([C:5]1[CH:6]=[C:7]([CH:11]=[C:12]([C:15]([CH3:18])([CH3:17])[CH3:16])[C:13]=1[OH:14])[C:8]([S:10][CH:20]([CH3:19])[C:21]1[CH:26]=[CH:25][CH:24]=[CH:23][CH:22]=1)=[S:9])([CH3:4])([CH3:3])[CH3:2]. Procedure: A solution of 14.1 g (0.05 mol) 3,5-di-t-butyl-4-hydroxydithiobenzoic acid and 10.4 g (0.1 mol) styrene in 100 ml toluene was heated at reflux for about 1 hour. The reaction mixture was filtered through silica gel and evaporated under reduced pressure to give the product, m.p. 70°-72° C. Elemental analysis of the product is tabulated in Table I. The reactants are ClCCl, O=C(O)C(F)(F)F, CC(C)(C)OC(=O)C1CCCN1c1ccc(NC(=O)c2c[nH]c3ccccc3c2=O)c(C(F)(F)F)c1. Yields the product O=C(Nc1ccc(N2CCCC2C(=O)O)cc1C(F)(F)F)c1c[nH]c2ccccc2c1=O. As a reaction SMILES: [Cl:44][CH2:45][Cl:46].[F:37][C:38]([F:39])([F:40])[C:41]([OH:42])=[O:43].[O:1]=[c:2]1[c:3]([C:12](=[O:13])[NH:14][c:15]2[c:16]([C:33]([F:34])([F:35])[F:36])[cH:17][c:18]([N:21]3[CH:22]([C:26](=[O:27])[O:28][C:29]([CH3:30])([CH3:31])[CH3:32])[CH2:23][CH2:24][CH2:25]3)[cH:19][cH:20]2)[cH:4][nH:5][c:6]2[cH:7][cH:8][cH:9][cH:10][c:11]12>>[O:1]=[c:2]1[c:3]([C:12](=[O:13])[NH:14][c:15]2[c:16]([C:33]([F:34])([F:35])[F:36])[cH:17][c:18]([N:21]3[CH:22]([C:26](=[O:27])[OH:28])[CH2:23][CH2:24][CH2:25]3)[cH:19][cH:20]2)[cH:4][nH:5][c:6]2[cH:7][cH:8][cH:9][cH:10][c:11]12. Starting materials: C(C1=CC=CC=C1)OC(N(CCF)C1=CC=C(C=C1)C=1C=CC=2C(=NON2)C1)=O ((4-benzo[1,2,5]oxadiazol-5-yl-phenyl)-(2-fluoro-ethyl)-carbamic acid benzyl ester). Reagents/catalysts: [Pd] (Pd/C). Product: N1=C2C(=NO1)C=C(C=C2)C2=CC=C(C=C2)NCCF ((4Benzo[1,2,5]oxadiazol-5-yl-phenyl)-(2-fluoro-ethyl)-amine). Reaction SMILES: C(OC(=O)[N:10]([C:14]1[CH:19]=[CH:18][C:17]([C:20]2[CH:21]=[CH:22][C:23]3[C:24]([CH:28]=2)=[N:25][O:26][N:27]=3)=[CH:16][CH:15]=1)[CH2:11][CH2:12][F:13])C1C=CC=CC=1>[Pd]>[N:27]1[O:26][N:25]=[C:24]2[CH:28]=[C:20]([C:17]3[CH:16]=[CH:15][C:14]([NH:10][CH2:11][CH2:12][F:13])=[CH:19][CH:18]=3)[CH:21]=[CH:22][C:23]=12. Reported procedure: 391 mg (1 mmol) (4-benzo[1,2,5]oxadiazol-5-yl-phenyl)-(2-fluoro-ethyl)-carbamic acid benzyl ester are hydrogenated in the presence of Pd/C, the reaction mixture filtered through celite and evaporated to dryness. The residues is column chromatographed (dichloromethane/petroleum ether 8:2) to yield the desired product as a yellow powder. MS(ES+): 258 (M+1). Reactants: BrC=1C=C(C=CC1)CCO.CC1=CC=C(C=C1)S(=O)(=O)[O-] (3-bromobenzeneethanol 4-methylbenzenesulphonate), [N-]=[N+]=[N-].[Na+] (sodium azide). The solvent is O (water), CS(=O)C (DMSO). Reaction conditions: time 16 hour. Yields the product N(=[N+]=[N-])CCC1=CC(=CC=C1)Br (1-Azido-2-(3-bromophenyl)ethane). Yield: 97.2%. RXN SMILES: [Br:1][C:2]1[CH:3]=[C:4]([CH2:8][CH2:9]O)[CH:5]=[CH:6][CH:7]=1.CC1C=CC(S([O-])(=O)=O)=CC=1.[N-:22]=[N+:23]=[N-:24].[Na+]>CS(C)=O.O>[N:22]([CH2:9][CH2:8][C:4]1[CH:5]=[CH:6][CH:7]=[C:2]([Br:1])[CH:3]=1)=[N+:23]=[N-:24] |f:0.1,2.3|. Procedure details: A mixture of 3-bromobenzeneethanol 4-methylbenzenesulphonate [Example H(b)] (3.96 g, 11.2 mmol) and sodium azide (22.4 mmol, 1.46 g) in DMSO (50 ml) was stirred at room temperature for 16 h, diluted with water (200 ml), extracted with diethyl ether (2×40 ml), the combined extracts washed with saturated aqueous sodium chloride (40 ml), dried over sodium sulphate and evaporated, to give the product as a pale yellow oil (2.46 g). M+ 227; 360 MHz 1H n.m.r (CDCl3) 7.52 (1H, s), 7.45-7.42 (1H, m), 7.3... The reactants are ice, C(O)([O-])=O.[Na+] (sodium hydrogencarbonate), Br (hydrobromic acid), FC(C=1C=C(C=CC1)C=1C=C2CCC(C2=CC1)=O)(F)F (5-(3-trifluoromethylphenyl)indan-1-one), BrBr (bromine). The solvent is O (water), O (water), C(C)(=O)O (acetic acid), C(C)(=O)O (acetic acid). Run at time 3 hour. Product: BrC1C(C2=CC=C(C=C2C1)C1=CC(=CC=C1)C(F)(F)F)=O (2-Bromo-5(3-trifluoromethylphenyl)indan-1-one). As a reaction SMILES: [F:1][C:2]([F:20])([F:19])[C:3]1[CH:4]=[C:5]([C:9]2[CH:10]=[C:11]3[C:15](=[CH:16][CH:17]=2)[C:14](=[O:18])[CH2:13][CH2:12]3)[CH:6]=[CH:7][CH:8]=1.[BrH:21].BrBr.C(=O)([O-])O.[Na+]>C(O)(=O)C.O>[Br:21][CH:13]1[CH2:12][C:11]2[C:15](=[CH:16][CH:17]=[C:9]([C:5]3[CH:6]=[CH:7][CH:8]=[C:3]([C:2]([F:19])([F:20])[F:1])[CH:4]=3)[CH:10]=2)[C:14]1=[O:18] |f:3.4|. Procedure: 1.79 g of 5-(3-trifluoromethylphenyl)indan-1-one are dissolved in 10 ml of glacial acetic acid. 5.5 μl of a 48% strength solution of hydrobromic acid in water are added and a solution of 0.362 ml of bromine in 5 ml of glacial acetic acid is then slowly added dropwise. The reaction mixture is stirred at room temperature for 3 hours and then poured into a mixture of 50 ml of water with 50 g of ice and 86 mg of sodium hydrogencarbonate. The aqueous suspension is extracted by shaking with 100 ml of ... Reactants: CC(C)(C)OC(=O)CCc1ccc(OCc2cccc(-c3ccccc3C(=O)O)c2)cc1, O=C(O)C(F)(F)F. Yields the product O=C(O)CCc1ccc(OCc2cccc(-c3ccccc3C(=O)O)c2)cc1. As a reaction SMILES: [C:1]([CH3:2])([CH3:3])([CH3:4])[O:5][C:6](=[O:7])[CH2:8][CH2:9][c:10]1[cH:11][cH:12][c:13]([O:14][CH2:15][c:16]2[cH:17][c:18](-[c:22]3[c:23]([C:28](=[O:29])[OH:30])[cH:24][cH:25][cH:26][cH:27]3)[cH:19][cH:20][cH:21]2)[cH:31][cH:32]1.[OH:33][C:34]([C:35]([F:36])([F:37])[F:38])=[O:39]>>[O:5]=[C:6]([OH:7])[CH2:8][CH2:9][c:10]1[cH:11][cH:12][c:13]([O:14][CH2:15][c:16]2[cH:17][c:18](-[c:22]3[c:23]([C:28](=[O:29])[OH:30])[cH:24][cH:25][cH:26][cH:27]3)[cH:19][cH:20][cH:21]2)[cH:31][cH:32]1.